Dataset: the Open Reaction Database (ORD), a public repository of structured organic reaction records. Task: describe an organic reaction: reactants, conditions, products, and yield Starting materials: FC=1C=C2C(=C(C=NC2=C(C1F)O)C(=O)OCC)O (ethyl 6,7-difluoro-4,8-dihydroxy-3-quinolinecarboxylate), C([O-])([O-])=O.[K+].[K+] (potassium carbonate), C(C1=CC=CC=C1)Cl (benzyl chloride). Solvent: O (water), CN(C=O)C (dimethylformamide). Run at time 11 hour. Yields the product C(C1=CC=CC=C1)OC=1C(=C(C=C2C(=C(C=NC12)C(=O)OCC)O)F)F (ethyl 8-benzyloxy-6,7-difluoro-4-hydroxy-3-quinolinecarboxylate). RXN SMILES: [F:1][C:2]1[CH:3]=[C:4]2[C:9](=[C:10]([OH:13])[C:11]=1[F:12])[N:8]=[CH:7][C:6]([C:14]([O:16][CH2:17][CH3:18])=[O:15])=[C:5]2[OH:19].C(=O)([O-])[O-].[K+].[K+].[CH2:26](Cl)[C:27]1[CH:32]=[CH:31][CH:30]=[CH:29][CH:28]=1>CN(C)C=O.O>[CH2:26]([O:13][C:10]1[C:11]([F:12])=[C:2]([F:1])[CH:3]=[C:4]2[C:9]=1[N:8]=[CH:7][C:6]([C:14]([O:16][CH2:17][CH3:18])=[O:15])=[C:5]2[OH:19])[C:27]1[CH:32]=[CH:31][CH:30]=[CH:29][CH:28]=1 |f:1.2.3|. Reported procedure: To a stirred solution of ethyl 6,7-difluoro-4,8-dihydroxy-3-quinolinecarboxylate (300 mg) in dry dimethylformamide (6 ml), was added anhydrous potassium carbonate (308 mg) and then benzyl chloride (145 μl). The mixture was stirred at 55°-65° C. for 11 hours. The reaction mixture was diluted with water (30 ml) and extracted with chloroform. The extract was dried over anhydrous sodium sulfate and concentrated under reduced pressure. The residue was chromatographed on silica gel (7 g) using acetone... Reactants: C(C)OC1=C(C=O)C=CC(=C1)OCC (2,4-diethoxybenzaldehyde), C(C)(=O)[O-].[Na+] (sodium acetate), [N+](=O)([O-])CC (nitroethane). Run in C(C)(=O)O (acetic acid). Product: C(C)OC1=C(C#N)C=CC(=C1)OCC (2,4-diethoxybenzonitrile). The yield is 37.8%. RXN SMILES: [CH2:1]([O:3][C:4]1[CH:11]=[C:10]([O:12][CH2:13][CH3:14])[CH:9]=[CH:8][C:5]=1[CH:6]=O)[CH3:2].C([O-])(=O)C.[Na+].[N+:20](CC)([O-])=O>C(O)(=O)C>[CH2:1]([O:3][C:4]1[CH:11]=[C:10]([O:12][CH2:13][CH3:14])[CH:9]=[CH:8][C:5]=1[C:6]#[N:20])[CH3:2] |f:1.2|. Reported procedure: A mixture of 2,4-diethoxybenzaldehyde (5.0 g, 25.7 mmol), sodium acetate (4.23 g, 51.6 mmol), nitroethane (3.86 g, 51.4 mmol) in acetic acid (7 mL) was heated at reflux for 6 h. The mixture was then cooled and poured onto ice-water. The solids were filtered off, washed with water and dried. Chromatography of the residue over silica gel using 2-5% ethyl acetate in hexanes followed recrystallization in ethyl acetate gave 2,4-diethoxybenzonitrile (1.86 g, 38%). Reactants: BrB(Br)Br, COc1ccc2c(Oc3ccc(C=CC(=O)O)cc3)c(-c3ccccc3)c(C)cc2c1, ClCCl, O. Product: Cc1cc2cc(O)ccc2c(Oc2ccc(C=CC(=O)O)cc2)c1-c1ccccc1. Reaction SMILES: [B:32]([Br:33])([Br:34])[Br:35].[CH3:1][c:2]1[c:3](-[c:26]2[cH:27][cH:28][cH:29][cH:30][cH:31]2)[c:4]([O:14][c:15]2[cH:16][cH:17][c:18]([CH:21]=[CH:22][C:23](=[O:24])[OH:25])[cH:19][cH:20]2)[c:5]2[cH:6][cH:7][c:8]([O:12][CH3:13])[cH:9][c:10]2[cH:11]1.[Cl:37][CH2:38][Cl:39].[OH2:36]>>[CH3:1][c:2]1[c:3](-[c:26]2[cH:27][cH:28][cH:29][cH:30][cH:31]2)[c:4]([O:14][c:15]2[cH:16][cH:17][c:18]([CH:21]=[CH:22][C:23](=[O:24])[OH:25])[cH:19][cH:20]2)[c:5]2[cH:6][cH:7][c:8]([OH:12])[cH:9][c:10]2[cH:11]1. Reactants: [H-].[Na+] (Sodium hydride), C(CC)O (propanol), BrCC1=CC=C(C(=O)OC)C=C1 (methyl 4-bromomethylbenzoate). Solvent: CN(C)C=O (DMF). Conditions: time 4 hour. Product: C(CC)OCC1=CC=C(C(=O)O)C=C1 (4-Propoxymethylbenzoic Acid). RXN SMILES: [H-].[Na+].[CH2:3]([OH:6])[CH2:4][CH3:5].Br[CH2:8][C:9]1[CH:18]=[CH:17][C:12]([C:13]([O:15]C)=[O:14])=[CH:11][CH:10]=1>CN(C=O)C>[CH2:3]([O:6][CH2:8][C:9]1[CH:18]=[CH:17][C:12]([C:13]([OH:15])=[O:14])=[CH:11][CH:10]=1)[CH2:4][CH3:5] |f:0.1|. Reported procedure: Sodium hydride (50% in oil; 0.42 g) was cautiously added to a solution of propanol (0.6 g) in DMF (8 ml). After gas evolution ceased, methyl 4-bromomethylbenzoate (1.0 g) was added. After 4 hours, the mixture was partitioned between water and ethyl acetate. The organic phase was dried over magnesium sulfate and concentrated. The residue was hydrolyzed by method P-a. This resulted in the product with the molecular weight of 194.23 (C11H14O3); MS (ESI): 195 (M+H+).